From a dataset of the Open Reaction Database (ORD), a public repository of structured organic reaction records. describe an organic reaction: reactants, conditions, products, and yield Reactants: COC(=O)COc1ccc(S(=O)(=O)c2c(OC)ccc3nc(S(=O)(=O)Cc4ncc(C)c(OC)c4C)[nH]c23)cc1, COCCOC, [Na+], [OH-]. Product: COc1ccc2nc(S(=O)(=O)Cc3ncc(C)c(OC)c3C)[nH]c2c1S(=O)(=O)c1ccc(OCC(=O)O)cc1. RXN SMILES: [CH3:1][O:2][c:3]1[c:4]([S:26](=[O:27])(=[O:28])[c:29]2[cH:30][cH:31][c:32]([O:33][CH2:34][C:35](=[O:36])[O:37][CH3:38])[cH:39][cH:40]2)[c:5]2[c:6]([n:7][c:8]([S:10](=[O:11])(=[O:12])[CH2:13][c:14]3[n:15][cH:16][c:17]([CH3:23])[c:18]([O:21][CH3:22])[c:19]3[CH3:20])[nH:9]2)[cH:24][cH:25]1.[CH3:43][O:44][CH2:45][CH2:46][O:47][CH3:48].[Na+:42].[OH-:41]>>[CH3:1][O:2][c:3]1[c:4]([S:26](=[O:27])(=[O:28])[c:29]2[cH:30][cH:31][c:32]([O:33][CH2:34][C:35](=[O:36])[OH:37])[cH:39][cH:40]2)[c:5]2[c:6]([n:7][c:8]([S:10](=[O:11])(=[O:12])[CH2:13][c:14]3[n:15][cH:16][c:17]([CH3:23])[c:18]([O:21][CH3:22])[c:19]3[CH3:20])[nH:9]2)[cH:24][cH:25]1. Starting materials: C#CCCO, ClCCl, ClC(c1ccccc1)(c1ccccc1)c1ccccc1, c1ccncc1. The product is C#CCCOC(c1ccccc1)(c1ccccc1)c1ccccc1. Reaction SMILES: [CH2:21]([CH2:22][C:23]#[CH:24])[OH:25].[Cl:32][CH2:33][Cl:34].[c:1]1([C:7]([c:8]2[cH:9][cH:10][cH:11][cH:12][cH:13]2)([c:14]2[cH:15][cH:16][cH:17][cH:18][cH:19]2)[Cl:20])[cH:2][cH:3][cH:4][cH:5][cH:6]1.[cH:26]1[cH:27][cH:28][n:29][cH:30][cH:31]1>>[c:1]1([C:7]([c:8]2[cH:9][cH:10][cH:11][cH:12][cH:13]2)([c:14]2[cH:15][cH:16][cH:17][cH:18][cH:19]2)[O:25][CH2:21][CH2:22][C:23]#[CH:24])[cH:2][cH:3][cH:4][cH:5][cH:6]1. Starting materials: Fc1cccc(Br)c1, N=C(c1ccccc1)c1ccccc1, Cc1ccccc1, CC(C)(C)[O-], [Na+], O=C(C=Cc1ccccc1)C=Cc1ccccc1, O=C(C=Cc1ccccc1)C=Cc1ccccc1, O=C(C=Cc1ccccc1)C=Cc1ccccc1, [Pd], [Pd], c1ccc(P(c2ccccc2)c2ccccc2Oc2ccccc2P(c2ccccc2)c2ccccc2)cc1. Product: Fc1cccc(N=C(c2ccccc2)c2ccccc2)c1. Reaction SMILES: [Br:54][c:55]1[cH:56][c:57]([F:61])[cH:58][cH:59][cH:60]1.[C:40]([c:41]1[cH:42][cH:43][cH:44][cH:45][cH:46]1)([c:47]1[cH:48][cH:49][cH:50][cH:51][cH:52]1)=[NH:53].[CH3:124][c:125]1[cH:126][cH:127][cH:128][cH:129][cH:130]1.[CH3:62][C:63]([CH3:64])([O-:65])[CH3:66].[Na+:67].[O:106]=[C:107]([CH:108]=[CH:109][c:110]1[cH:111][cH:112][cH:113][cH:114][cH:115]1)[CH:116]=[CH:117][c:118]1[cH:119][cH:120][cH:121][cH:122][cH:123]1.[O:70]=[C:71]([CH:72]=[CH:73][c:74]1[cH:75][cH:76][cH:77][cH:78][cH:79]1)[CH:80]=[CH:81][c:82]1[cH:83][cH:84][cH:85][cH:86][cH:87]1.[O:88]=[C:89]([CH:90]=[CH:91][c:92]1[cH:93][cH:94][cH:95][cH:96][cH:97]1)[CH:98]=[CH:99][c:100]1[cH:101][cH:102][cH:103][cH:104][cH:105]1.[Pd:68].[Pd:69].[c:1]1([P:2]([c:3]2[cH:4][cH:5][cH:6][cH:7][cH:8]2)[c:9]2[cH:10][cH:11][cH:12][cH:13][c:14]2[O:15][c:16]2[cH:17][cH:18][cH:19][cH:20][c:21]2[P:22]([c:23]2[cH:24][cH:25][cH:26][cH:27][cH:28]2)[c:29]2[cH:30][cH:31][cH:32][cH:33][cH:34]2)[cH:35][cH:36][cH:37][cH:38][cH:39]1>>[C:40]([c:41]1[cH:42][cH:43][cH:44][cH:45][cH:46]1)([c:47]1[cH:48][cH:49][cH:50][cH:51][cH:52]1)=[N:53][c:55]1[cH:56][c:57]([F:61])[cH:58][cH:59][cH:60]1. Starting materials: CCC1=CC[C@H]2[C@@H]3CC(C4=CC(CC[C@]4(C)[C@H]3CC[C@]12C)=O)=O (Pregna-4,16-diene-3,6-dione), O1CCCC1 (tetrahydrofuran), [Na] (sodium). Conditions: time 30 minute. Yields the product C[C@@]12C=CC[C@H]1[C@@H]1CCC3=CC(CC[C@]3(CO)[C@H]1CC2)=O (Androsta-4,16-dien-19-ol-3-one). Reaction SMILES: CC[C:3]1[C@:20]2([CH3:21])[C@H:6]([C@H:7]3[C@H:17]([CH2:18][CH2:19]2)[C@:15]2([CH3:16])[C:10](=[CH:11][C:12](=[O:22])[CH2:13][CH2:14]2)[C:9](=O)[CH2:8]3)[CH2:5][CH:4]=1.[Na].[O:25]1CCCC1>>[CH3:21][C@:20]12[CH2:19][CH2:18][C@H:17]3[C@@H:7]([CH2:8][CH2:9][C:10]4[C@:15]3([CH2:16][OH:25])[CH2:14][CH2:13][C:12](=[O:22])[CH:11]=4)[C@@H:3]1[CH2:4][CH:5]=[CH:6]2 |^1:23|. Procedure details: Refer to FIG. 192. Anh. ammonia (ca. 75 ml) was distilled through a KOH tower into a 250 ml flamedried 3-neck flask fitted with an inlet adapter, a magnetic stirring bar, a dry ice/acetone condenser, 35 and a stoDPer. A solution of 6β,19-epoxy-17-iodoandrosta-4,16-diene 3-ethylene ketal (18, 880.4 mg, 1.938 mmol) in dry tetrahydrofuran (THF, 45 ml) was added, followed by metallic sodium (0.20 g, 8.7 mg-atom) cut in small pieces. After stirring under argon pressure for 30 min. the reaction was qu... Starting materials: BrCCN1C(C=2C(C1=O)=CC=CC2)=O (N-(2-bromoethyl)phthalimide), ice water, [H-].[Na+] (Sodium hydride), [N+](=O)([O-])C1=CC=C(C=C1)O (4-nitrophenol), [H][H] (hydrogen). Run in CN(C)C=O (DMF). Yields the product [N+](=O)([O-])C1=CC=C(OCCN2C(C=3C(C2=O)=CC=CC3)=O)C=C1 (N-(2-(4-nitrophenoxy)ethyl)phthalimide). The yield is 63.9%. Reaction SMILES: [H-].[Na+].[N+:3]([C:6]1[CH:11]=[CH:10][C:9]([OH:12])=[CH:8][CH:7]=1)([O-:5])=[O:4].[H][H].Br[CH2:16][CH2:17][N:18]1[C:22](=[O:23])[C:21]2=[CH:24][CH:25]=[CH:26][CH:27]=[C:20]2[C:19]1=[O:28]>CN(C=O)C>[N+:3]([C:6]1[CH:11]=[CH:10][C:9]([O:12][CH2:16][CH2:17][N:18]2[C:22](=[O:23])[C:21]3=[CH:24][CH:25]=[CH:26][CH:27]=[C:20]3[C:19]2=[O:28])=[CH:8][CH:7]=1)([O-:5])=[O:4] |f:0.1|. Reported procedure: Sodium hydride (60% dispersion in mineral oil; 2 g) was added to a stirred solution of 4-nitrophenol (7 g) in DMF (100 ml) cooled in an ice-water bath. The mixture was stirred until evolution of hydrogen had ceased and N-(2-bromoethyl)phthalimide (12.6 g) was then added. The mixture was stirred and heated at reflux for 10 hours. The cooled mixture was then added to ice-water (500 ml). The precipitated solid was collected by filtration, washed with water and recrystallised from 95% ethanol to giv... Starting materials: CN(C)C=O, COc1ccc(CCCOS(=O)(=O)c2ccc(C)cc2)cc1OC1CCCC1, [I-], [K+], [N-]=[N+]=[N-], [Na+]. The product is COc1ccc(CCCN=[N+]=[N-])cc1OC1CCCC1. RXN SMILES: [CH3:35][N:36]([CH3:37])[CH:38]=[O:39].[CH:1]1([O:6][c:7]2[cH:8][c:9]([CH2:15][CH2:16][CH2:17][O:18][S:19]([c:20]3[cH:21][cH:22][c:23]([CH3:24])[cH:25][cH:26]3)(=[O:27])=[O:28])[cH:10][cH:11][c:12]2[O:13][CH3:14])[CH2:2][CH2:3][CH2:4][CH2:5]1.[I-:34].[K+:33].[N-:30]=[N+:31]=[N-:32].[Na+:29]>>[CH:1]1([O:6][c:7]2[cH:8][c:9]([CH2:15][CH2:16][CH2:17][N:30]=[N+:31]=[N-:32])[cH:10][cH:11][c:12]2[O:13][CH3:14])[CH2:2][CH2:3][CH2:4][CH2:5]1.